From a dataset of the Open Reaction Database (ORD), a public repository of structured organic reaction records. describe an organic reaction: reactants, conditions, products, and yield Reactants: COC(=O)c1ccc(S(=O)(=O)n2cc(C3CC3)c3ccccc32)cc1, Cl, C1COCCO1, O. Yields the product O=C(O)c1ccc(S(=O)(=O)n2cc(C3CC3)c3ccccc32)cc1. Reaction SMILES: [CH3:1][O:2][C:3]([c:4]1[cH:5][cH:6][c:7]([S:10](=[O:11])(=[O:12])[n:13]2[cH:14][c:15]([CH:22]3[CH2:23][CH2:24]3)[c:16]3[cH:17][cH:18][cH:19][cH:20][c:21]23)[cH:8][cH:9]1)=[O:25].[ClH:32].[O:26]1[CH2:27][CH2:28][O:29][CH2:30][CH2:31]1.[OH2:33]>>[O:2]=[C:3]([c:4]1[cH:5][cH:6][c:7]([S:10](=[O:11])(=[O:12])[n:13]2[cH:14][c:15]([CH:22]3[CH2:23][CH2:24]3)[c:16]3[cH:17][cH:18][cH:19][cH:20][c:21]23)[cH:8][cH:9]1)[OH:25]. The reactants are CCOC(=O)C(CCCC1(c2cccs2)OCCO1)NC(C)C(=O)N1CCCC1C(=O)OC(C)(C)C, CCO. The product is CC(NC(CCCC1(c2cccs2)OCCO1)C(=O)O)C(=O)N1CCCC1C(=O)OC(C)(C)C. As a reaction SMILES: [C:1]([CH3:2])([CH3:3])([CH3:4])[O:5][C:6]([CH:7]1[N:8]([C:12]([CH:13]([NH:14][CH:15]([CH2:16][CH2:17][CH2:18][C:19]2([c:20]3[s:21][cH:22][cH:23][cH:24]3)[O:25][CH2:26][CH2:27][O:28]2)[C:29](=[O:30])[O:31][CH2:32][CH3:33])[CH3:34])=[O:35])[CH2:9][CH2:10][CH2:11]1)=[O:36].[CH3:37][CH2:38][OH:39]>>[C:1]([CH3:2])([CH3:3])([CH3:4])[O:5][C:6]([CH:7]1[N:8]([C:12]([CH:13]([NH:14][CH:15]([CH2:16][CH2:17][CH2:18][C:19]2([c:20]3[s:21][cH:22][cH:23][cH:24]3)[O:25][CH2:26][CH2:27][O:28]2)[C:29](=[O:30])[OH:31])[CH3:34])=[O:35])[CH2:9][CH2:10][CH2:11]1)=[O:36]. Starting materials: CNCC(C)C (N-methylisobutylamine), NC[C@H]1N(CCC1)CC ((S)-(−)-2-aminomethyl-1-ethylpyrrolidine), ( 3 ). The product is CN(CCNC)CC(C)C (N,N′-dimethyl-N-(2-methylpropyl)ethane-1,2-diamine). As a reaction SMILES: [CH3:1][NH:2][CH2:3][CH:4]([CH3:6])[CH3:5].N[CH2:8][C@@H:9]1CC[CH2:11][N:10]1CC>>[CH3:1][N:2]([CH2:3][CH:4]([CH3:6])[CH3:5])[CH2:8][CH2:9][NH:10][CH3:11]. Reported procedure: By using N-methylisobutylamine (1.01 g) as a starting material, the title compound (170 mg) was obtained in the same manners as those of Reference Example 1, (1) and Reference Example 19, (3). Reactants: O=C1CCC(=O)N1Br, O=C(OOC(=O)c1ccccc1)c1ccccc1, ClC(Cl)(Cl)Cl, COC(=O)c1ncc2c(Oc3ccccc3)cccc2c1O. The product is COC(=O)c1nc(Br)c2c(Oc3ccccc3)cccc2c1O. RXN SMILES: [Br:23][N:24]1[C:25](=[O:26])[CH2:27][CH2:28][C:29]1=[O:30].[C:31]([O:32][O:33][C:34](=[O:35])[c:36]1[cH:37][cH:38][cH:39][cH:40][cH:41]1)(=[O:42])[c:43]1[cH:44][cH:45][cH:46][cH:47][cH:48]1.[C:49]([Cl:50])([Cl:51])([Cl:52])[Cl:53].[CH3:1][O:2][C:3](=[O:4])[c:5]1[n:6][cH:7][c:8]2[c:9]([O:16][c:17]3[cH:18][cH:19][cH:20][cH:21][cH:22]3)[cH:10][cH:11][cH:12][c:13]2[c:14]1[OH:15]>>[CH3:1][O:2][C:3](=[O:4])[c:5]1[n:6][c:7]([Br:23])[c:8]2[c:9]([O:16][c:17]3[cH:18][cH:19][cH:20][cH:21][cH:22]3)[cH:10][cH:11][cH:12][c:13]2[c:14]1[OH:15].